This data is from the Open Reaction Database (ORD), a public repository of structured organic reaction records. The task is: describe an organic reaction: reactants, conditions, products, and yield The reactants are BrC=1C=C(C(=O)O)C=C(C1)F (3-Bromo-5-fluorobenzoic acid), O1CCCC1.B (borane tetrahydrofuran), CO (methanol). The solvent is O1CCCC1 (tetrahydrofuran), C(C)(=O)OCC (ethyl acetate). Run at temperature 0 celsius. The product is BrC=1C=C(C=C(C1)F)CO ((3-Bromo-5-fluorophenyl)methanol). RXN SMILES: [Br:1][C:2]1[CH:3]=[C:4]([CH:8]=[C:9]([F:11])[CH:10]=1)[C:5](O)=[O:6].O1CCCC1.B.CO>O1CCCC1.C(OCC)(=O)C>[Br:1][C:2]1[CH:3]=[C:4]([CH2:5][OH:6])[CH:8]=[C:9]([F:11])[CH:10]=1 |f:1.2|. Procedure details: 3-Bromo-5-fluorobenzoic acid (1.0 g, 4.52 mmol) was suspended in tetrahydrofuran (8 mL) and cooled to 0° C. To this solution was added borane tetrahydrofuran complex (1 M in tetrahydrofuran, 9 mL, 9.0 mmol) cautiously over 15 min. The reaction mixture was allowed to warm to room temperature overnight. The mixture was cooled to 0° C., treated with excess methanol, diluted with ethyl acetate, washed with 1 N sodium hydroxide (2×), then brine (2×), dried over sodium sulfate, and concentrated to aff... The reactants are N1C=C(C2=CC=CN=C12)\C=C\1/C(NC2=CC=CC=C12)=O ((Z)-3-[(7-azaindol-3-yl)methylen]-2-oxindole), IC (iodomethane), [H-].[Na+] (sodium hydride), [H][H] (hydrogen). Run in CN(C)C=O (DMF), CN(C)C=O (DMF), CN(C)C=O (DMF). Reaction conditions: time 3 hour. Product: CN1C=C(C2=CC=CN=C12)\C=C\1/C(NC2=CC=CC=C12)=O ((Z)-3-[(1-methyl-7-azaindol-3-yl)methylen]-2-oxindole). The yield is 60.0%. RXN SMILES: [H-].[Na+].[NH:3]1[C:11]2[C:6](=[CH:7][CH:8]=[CH:9][N:10]=2)[C:5](/[CH:12]=[C:13]2\[C:14](=[O:22])[NH:15][C:16]3[C:21]\2=[CH:20][CH:19]=[CH:18][CH:17]=3)=[CH:4]1.[H][H].I[CH3:26]>CN(C=O)C>[CH3:26][N:3]1[C:11]2[C:6](=[CH:7][CH:8]=[CH:9][N:10]=2)[C:5](/[CH:12]=[C:13]2\[C:14](=[O:22])[NH:15][C:16]3[C:21]\2=[CH:20][CH:19]=[CH:18][CH:17]=3)=[CH:4]1 |f:0.1|. Procedure: To a suspension of 95% sodium hydride (0.280 g, 0.011 mol) in DMF (100 ml) cooled with an ice-n-propanol bath is added over 15 min with stirring a solution of (Z)-3-[(7-azaindol-3-yl)methylen]-2-oxindole (2.61 g, 0.010 mol) in DMF (50 ml). When the evolution of hydrogen stopped, a solution of iodomethane (1.56 g, 0.011 mol) in DMF (50 ml) is added over 15 min and the mixture is stirred at r.t. for 3 h. Most of the DMF is distilled off in vacuo, water is then added to the residue and the product ... Starting materials: NC1=NC=C(C=C1)C#N (2-amino-5-cyanopyridine), ClN1C(CCC1=O)=O (N-chlorosuccinimide), ClNC1=NC=C(C=C1)C#N (2-chloroamino-5-cyanopyridine). Solvent: C(C)#N (acetonitrile), C(C)#N (acetonitrile). Reaction conditions: time 1 hour. The product is NC1=NC=C(C=C1Cl)C#N (2-amino-3-chloro-5-cyanopyridine). Yield: 89.9%. As a reaction SMILES: [NH2:1][C:2]1[CH:7]=[CH:6][C:5]([C:8]#[N:9])=[CH:4][N:3]=1.[Cl:10]N1C(=O)CCC1=O.ClNC1C=CC(C#N)=CN=1>C(#N)C>[NH2:1][C:2]1[C:7]([Cl:10])=[CH:6][C:5]([C:8]#[N:9])=[CH:4][N:3]=1. Reported procedure: Into a 500 ml four-necked flask equipped with a stirrer, a thermometer and a reflux condenser, 6.0 g (0.05 mol) of 2-amino-5-cyanopyridine, 8.3 g (0.0625 mol) of N-chlorosuccinimide and 200 g of acetonitrile were added, and the reaction was conducted at 50° C. for one hour with stirring. During the reaction, the reaction product was analyzed by liquid chromatography, whereby formation of 2-chloroamino-5-cyanopyridine was confirmed. After completion of the reaction, acetonitrile was distilled off...